From a dataset of the Open Reaction Database (ORD), a public repository of structured organic reaction records. describe an organic reaction: reactants, conditions, products, and yield The reactants are NC1=C(C(=NC=N1)N[C@@H](C)C1=NN2C(C(N1C1=CC=CC=C1)=O)=C(C=C2)C)Br ((S)-2-(1-((6-amino-5-bromopyrimidin-4-yl)amino)ethyl)-5-methyl-3-phenylpyrrolo[2,1-f][1,2,4]triazin-4(3H)-one), FC(OC=1C=C(C=NC1)B(O)O)F ((5-(difluoromethoxy)pyridin-3-yl)boronic acid), aqueous solution, C([O-])([O-])=O.[Cs+].[Cs+] (cesium carbonate). Run in O1CCOCC1 (dioxane), C(C)(=O)OCC (ethyl acetate). Conditions: temperature 100 celsius, time 18 hour. The product is NC1=C(C(=NC=N1)N[C@@H](C)C1=NN2C(C(N1C1=CC=CC=C1)=O)=C(C=C2)C)C=2C=NC=C(C2)OC(F)F ((S)-2-(1-((6-Amino-5-(5-(difluoromethoxy)pyridin-3-yl)pyrimidin-4-yl)amino)ethyl)-5-methyl-3-phenylpyrrolo[2,1-f][1,2,4]triazin-4(3H)-one). The yield is 81.6%. Reaction SMILES: [NH2:1][C:2]1[N:7]=[CH:6][N:5]=[C:4]([NH:8][C@H:9]([C:11]2[N:16]([C:17]3[CH:22]=[CH:21][CH:20]=[CH:19][CH:18]=3)[C:15](=[O:23])[C:14]3=[C:24]([CH3:27])[CH:25]=[CH:26][N:13]3[N:12]=2)[CH3:10])[C:3]=1Br.[F:29][CH:30]([F:41])[O:31][C:32]1[CH:33]=[C:34](B(O)O)[CH:35]=[N:36][CH:37]=1.C(=O)([O-])[O-].[Cs+].[Cs+]>O1CCOCC1.C(OCC)(=O)C>[NH2:1][C:2]1[N:7]=[CH:6][N:5]=[C:4]([NH:8][C@H:9]([C:11]2[N:16]([C:17]3[CH:22]=[CH:21][CH:20]=[CH:19][CH:18]=3)[C:15](=[O:23])[C:14]3=[C:24]([CH3:27])[CH:25]=[CH:26][N:13]3[N:12]=2)[CH3:10])[C:3]=1[C:34]1[CH:35]=[N:36][CH:37]=[C:32]([O:31][CH:30]([F:41])[F:29])[CH:33]=1 |f:2.3.4|. Reported procedure: To a solution of (S)-2-(1-((6-amino-5-bromopyrimidin-4-yl)amino)ethyl)-5-methyl-3-phenylpyrrolo[2,1-f][1,2,4]triazin-4(3H)-one (75 mg, 0.17 mmol) were added 48 mg (0.26 mmol) of (5-(difluoromethoxy)pyridin-3-yl)boronic acid, 13 mg (0.02 mmol) of 1,1′-bis(diphenylphosphino)ferrocene-palladium(II)dichloride dichloromethane complex and 170 μl of a 2M aqueous solution of cesium carbonate in dioxane. The mixture was stirred under argon atmosphere at 100° C. for 18 hours and then diluted with ethyl ac... Reactants: C1(CCCC1)N1C(=C(C2=CC(=C(C=C12)C)F)C(=O)OC)C1=NC=C(C=C1)S(N[C@H](C(F)(F)F)C)(=O)=O ((S)-methyl 1-cyclopentyl-5-fluoro-6-methyl-2-(5-(N-(1,1,1-trifluoropropan-2-yl)sulfamoyl)pyridin-2-yl)-1H-indole-3-carboxylate), [OH-].[Na+] (NaOH), O (water). Solvent: C(C)O (ethanol). Run at temperature 80 celsius, time 8 hour. The product is C1(CCCC1)N1C(=C(C2=CC(=C(C=C12)C)F)C(=O)O)C1=NC=C(C=C1)S(N[C@H](C(F)(F)F)C)(=O)=O ((S)-1-cyclopentyl-5-fluoro-6-methyl-2-(5-(N-(1,1,1-trifluoropropan-2-yl)sulfamoyl)pyridin-2-yl)-1H-indole-3-carboxylic acid). RXN SMILES: [CH:1]1([N:6]2[C:14]3[C:9](=[CH:10][C:11]([F:16])=[C:12]([CH3:15])[CH:13]=3)[C:8]([C:17]([O:19]C)=[O:18])=[C:7]2[C:21]2[CH:26]=[CH:25][C:24]([S:27](=[O:36])(=[O:35])[NH:28][C@@H:29]([CH3:34])[C:30]([F:33])([F:32])[F:31])=[CH:23][N:22]=2)[CH2:5][CH2:4][CH2:3][CH2:2]1.[OH-].[Na+].O>C(O)C>[CH:1]1([N:6]2[C:14]3[C:9](=[CH:10][C:11]([F:16])=[C:12]([CH3:15])[CH:13]=3)[C:8]([C:17]([OH:19])=[O:18])=[C:7]2[C:21]2[CH:26]=[CH:25][C:24]([S:27](=[O:36])(=[O:35])[NH:28][C@@H:29]([CH3:34])[C:30]([F:32])([F:33])[F:31])=[CH:23][N:22]=2)[CH2:5][CH2:4][CH2:3][CH2:2]1 |f:1.2|. Procedure details: A mixture of (S)-methyl 1-cyclopentyl-5-fluoro-6-methyl-2-(5-(N-(1,1,1-trifluoropropan-2-yl)sulfamoyl)pyridin-2-yl)-1H-indole-3-carboxylate (0.45 g, 0.85 mmol), 25% aq. NaOH (2.0 mL) in ethanol (4.0 mL) was stirred at 80° C. overnight. The mixture was then treated with water and extracted with ether. The aqueous layer was acidified with 1N HCl to pH 4 and extracted with ethyl acetate. The organic layers were washed with brine, dried over Na2SO4 and evaporated to give(S)-1-cyclopentyl-5-fluoro-6-... The reactants are CC(=O)O, [H][H], CC1(C)CC(c2ccncc2N)=CC(N2C(=O)c3ccccc3C2=O)C1. The product is CC1(C)CC(c2ccncc2N)CC(N2C(=O)c3ccccc3C2=O)C1. As a reaction SMILES: [CH3:29][C:30](=[O:31])[OH:32].[H:27][H:28].[NH2:1][c:2]1[cH:3][n:4][cH:5][cH:6][c:7]1[C:8]1=[CH:9][CH:10]([N:16]2[C:17](=[O:26])[c:18]3[cH:19][cH:20][cH:21][cH:22][c:23]3[C:24]2=[O:25])[CH2:11][C:12]([CH3:14])([CH3:15])[CH2:13]1>>[NH2:1][c:2]1[cH:3][n:4][cH:5][cH:6][c:7]1[CH:8]1[CH2:9][CH:10]([N:16]2[C:17](=[O:26])[c:18]3[cH:19][cH:20][cH:21][cH:22][c:23]3[C:24]2=[O:25])[CH2:11][C:12]([CH3:14])([CH3:15])[CH2:13]1. The reactants are BrC=1C=CC2=C(C=C(CCS2(=O)=O)C(=O)NC2=CC=C(C=C2)CN(C2CCOCC2)C)C1 (7-bromo-N-[4-[[N-methyl-N-(tetrahydro-2H-pyran-4-yl)amino]methyl]phenyl]-1,1-dioxo-2,3-dihydro-1-benzothiepine-4-carboxamide), B(OC1=CC=C(C=C1)CCCOCC)([O-])[O-] (4-(3-ethoxypropyl)phenyl borate), C([O-])([O-])=O.[K+].[K+] (potassium carbonate), C(C)O (ethanol). Reagents/catalysts: C=1C=CC(=CC1)[P](C=2C=CC=CC2)(C=3C=CC=CC3)[Pd]([P](C=4C=CC=CC4)(C=5C=CC=CC5)C=6C=CC=CC6)([P](C=7C=CC=CC7)(C=8C=CC=CC8)C=9C=CC=CC9)[P](C=1C=CC=CC1)(C=1C=CC=CC1)C=1C=CC=CC1 (tetrakistriphenylphosphinepalladium). Solvent: C1(=CC=CC=C1)C (toluene). Reaction conditions: time 30 minute. Yields the product C(C)OCCCC1=CC=C(C=C1)C=1C=CC2=C(C=C(CCS2(=O)=O)C(=O)NC2=CC=C(C=C2)CN(C2CCOCC2)C)C1 (7-[4-(3-ethoxypropyl)phenyl]-N-[4-[[N-methyl-N-(tetrahydro-2H-pyran-4-yl)amino]methyl]phenyl]-1,1-dioxo-2,3-dihydro-1-benzothiepine-4-carboxamide). Yield: 71.8%. Reaction SMILES: Br[C:2]1[CH:3]=[CH:4][C:5]2[S:11](=[O:13])(=[O:12])[CH2:10][CH2:9][C:8]([C:14]([NH:16][C:17]3[CH:22]=[CH:21][C:20]([CH2:23][N:24]([CH3:31])[CH:25]4[CH2:30][CH2:29][O:28][CH2:27][CH2:26]4)=[CH:19][CH:18]=3)=[O:15])=[CH:7][C:6]=2[CH:32]=1.B([O-])([O-])O[C:35]1[CH:40]=[CH:39][C:38]([CH2:41][CH2:42][CH2:43][O:44][CH2:45][CH3:46])=[CH:37][CH:36]=1.C(=O)([O-])[O-].[K+].[K+].C(O)C>C1C=CC([P]([Pd]([P](C2C=CC=CC=2)(C2C=CC=CC=2)C2C=CC=CC=2)([P](C2C=CC=CC=2)(C2C=CC=CC=2)C2C=CC=CC=2)[P](C2C=CC=CC=2)(C2C=CC=CC=2)C2C=CC=CC=2)(C2C=CC=CC=2)C2C=CC=CC=2)=CC=1.C1(C)C=CC=CC=1>[CH2:45]([O:44][CH2:43][CH2:42][CH2:41][C:38]1[CH:39]=[CH:40][C:35]([C:2]2[CH:3]=[CH:4][C:5]3[S:11](=[O:13])(=[O:12])[CH2:10][CH2:9][C:8]([C:14]([NH:16][C:17]4[CH:18]=[CH:19][C:20]([CH2:23][N:24]([CH3:31])[CH:25]5[CH2:30][CH2:29][O:28][CH2:27][CH2:26]5)=[CH:21][CH:22]=4)=[O:15])=[CH:7][C:6]=3[CH:32]=2)=[CH:36][CH:37]=1)[CH3:46] |f:2.3.4,^1:61,63,82,101|. Procedure: A mixture of 7-bromo-N-[4-[[N-methyl-N-(tetrahydro-2H-pyran-4-yl)amino]methyl]phenyl]-1,1-dioxo-2,3-dihydro-1-benzothiepine-4-carboxamide (0.3 g), 4-(3-ethoxypropyl)phenyl borate (0.18 g), 1M potassium carbonate solution (1.3 ml), ethanol (1.3 ml) and toluene (25 ml) was stirred under argon atmosphere at room temperature for 30 minutes. To the mixture was added tetrakistriphenylphosphinepalladium (0.03 g), and the mixture was refluxed under argon atmosphere for 6 hours and extracted with ethyl a...